This data is from the Open Reaction Database (ORD), a public repository of structured organic reaction records. The task is: describe an organic reaction: reactants, conditions, products, and yield Starting materials: CN(CC=1OC(=CC1)COCCCNC(=C[N+](=O)[O-])SC)C (N,N-dimethyl-5-[[3-[(1-methylthio-2-nitroethenyl)amino]propoxy]methyl]-2-furanmethanamine), N1=CC(=CC=C1)CSCCN (2-[(3-pyridinylmethyl)thio]ethanamine). Product: CN(C)CC1=CC=C(O1)COCCCNC(=C[N+](=O)[O-])NCCSCC=1C=NC=CC1 (N-[3-[5-[(Dimethylamino)methyl]-2-furanylmethoxy]propyl]-2-nitro-N'-[2-[(3-pyridinylmethyl)thio]ethyl]-1,1-ethenediamine), hemihydrate. As a reaction SMILES: [CH3:1][N:2]([CH3:22])[CH2:3][C:4]1[O:5][C:6]([CH2:9][O:10][CH2:11][CH2:12][CH2:13][NH:14][C:15](SC)=[CH:16][N+:17]([O-:19])=[O:18])=[CH:7][CH:8]=1.[N:23]1[CH:28]=[CH:27][CH:26]=[C:25]([CH2:29][S:30][CH2:31][CH2:32][NH2:33])[CH:24]=1>>[CH3:22][N:2]([CH2:3][C:4]1[O:5][C:6]([CH2:9][O:10][CH2:11][CH2:12][CH2:13][NH:14][C:15]([NH:33][CH2:32][CH2:31][S:30][CH2:29][C:25]2[CH:24]=[N:23][CH:28]=[CH:27][CH:26]=2)=[CH:16][N+:17]([O-:19])=[O:18])=[CH:7][CH:8]=1)[CH3:1]. Reported procedure: A mixture of N,N-dimethyl-5-[[3-[(1-methylthio-2-nitroethenyl)amino]propoxy]methyl]-2-furanmethanamine (0.7 g) and 2-[(3-pyridinylmethyl)thio]ethanamine (0.36 g) was heated at 98°-100° for 3 hr. The oily residue was chromatographed (silica/methanol-0.88 ammonia 79:1) and the appropriate eluate evaporated to dryness to give the title compound as a hemihydrate as an oil (0.52 g). Reactants: CC(=O)Nc1cc(C)c(S(=O)(=O)C[N+](=O)[O-])c(C)c1, O=C([O-])O, CCO, Cl, [Na+], O. The product is Cc1cc(N)cc(C)c1S(=O)(=O)C[N+](=O)[O-]. As a reaction SMILES: [C:1](=[O:2])([CH3:3])[NH:4][c:5]1[cH:6][c:7]([CH3:19])[c:8]([S:12](=[O:13])(=[O:14])[CH2:15][N+:16](=[O:17])[O-:18])[c:9]([CH3:11])[cH:10]1.[C:22](=[O:23])([OH:24])[O-:25].[CH3:27][CH2:28][OH:29].[ClH:20].[Na+:26].[OH2:21]>>[NH2:4][c:5]1[cH:6][c:7]([CH3:19])[c:8]([S:12](=[O:13])(=[O:14])[CH2:15][N+:16](=[O:17])[O-:18])[c:9]([CH3:11])[cH:10]1. Reactants: CC(C)(C)[O-], CC(C)(C)OC(=O)N1CCC(C=O)CC1, ClCCl, CI, [K+]. The product is CC1(C=O)CCN(C(=O)OC(C)(C)C)CC1. RXN SMILES: [CH3:16][C:17]([CH3:18])([O-:19])[CH3:20].[CH:1](=[O:2])[CH:3]1[CH2:4][CH2:5][N:6]([C:9](=[O:10])[O:11][C:12]([CH3:13])([CH3:14])[CH3:15])[CH2:7][CH2:8]1.[Cl:24][CH2:25][Cl:26].[I:22][CH3:23].[K+:21]>>[CH:1](=[O:2])[C:3]1([CH3:16])[CH2:4][CH2:5][N:6]([C:9](=[O:10])[O:11][C:12]([CH3:13])([CH3:14])[CH3:15])[CH2:7][CH2:8]1. The reactants are C(=O)(Cl)Cl (phosgene), NC1=CC=C(C=C1)C[C@@H](C(=O)N1C[Si](C[C@H]1C(N[C@@H]1CCCC2=CC=CC=C12)=O)(C)C)NC([C@H](C)N(C(OC(C)(C)C)=O)C)=O (tert-butyl ((S)-1-(((S)-3-(4-aminophenyl)-1-((R)-3,3-dimethyl-5-(((R)-1,2,3,4-tetrahydronaphthalen-1-yl)carbamoyl)-1,3-azasilolidin-1-yl)-1-oxopropan-2-yl)amino)-1-oxopropan-2-yl)(methyl)carbamate), NC1=CC=C(C=C1)C[C@@H](C(=O)N1C[Si](C[C@H]1C(N[C@@H]1CCCC2=CC=CC=C12)=O)(C)C)NC([C@H](C)N(C(OC(C)(C)C)=O)C)=O (tert-butyl ((S)-1-(((S)-3-(4-aminophenyl)-1-((R)-3,3-dimethyl-5-(((R)-1,2,3,4-tetrahydronaphthalen-1-yl)carbamoyl)-1,3-azasilolidin-1-yl)-1-oxopropan-2-yl)amino)-1-oxopropan-2-yl)(methyl)carbamate), CCN(C(C)C)C(C)C (DIEA), N[C@H]1C[C@H](N(C1)C([C@H](C(C)(C)C)NC([C@H](C)N(C(OC(C)(C)C)=O)C)=O)=O)C(N[C@@H]1CCCC2=CC=CC=C12)=O (tert-butyl ((S)-1-(((S)-1-((2S,4S)-4-amino-2-(((R)-1,2,3,4-tetrahydronaphthalen-1-yl)carbamoyl)pyrrolidin-1-yl)-3,3-dimethyl-1-oxobutan-2-yl)amino)-1-oxopropan-2-yl)(methyl)carbamate), CCN(C(C)C)C(C)C (DIEA). Solvent: C(Cl)Cl (CH2Cl2), C(Cl)Cl (CH2Cl2), C(Cl)Cl (CH2Cl2). Conditions: temperature -30 celsius, time 30 minute. The product is CC([C@@H](C(=O)N1C[C@H](C[C@H]1C(N[C@@H]1CCCC2=CC=CC=C12)=O)NC(NC1=CC=C(C=C1)C[C@@H](C(=O)N1C[Si](C[C@H]1C(=O)N[C@@H]1CCCC2=CC=CC=C12)(C)C)NC([C@H](C)NC)=O)=O)NC([C@H](C)NC)=O)(C)C ((R)-1-((S)-3-(4-(3-((3S,5S)-1-((S)-3,3-Dimethyl-2-((S)-2-(methylamino)propanamido)butanoyl)-5-(((R)-1,2,3,4-tetrahydronaphthalen-1-yl)carbamoyl)pyrrolidin-3-yl)ureido)phenyl)-2-((S)-2-(methylamino)propanamido)propanoyl)-3,3-dimethyl-N—((R)-1,2,3,4-tetrahydronaphthalen-1-yl)-1,3-azasilolidine-5-carboxamide). RXN SMILES: [C:1](Cl)(Cl)=[O:2].[NH2:5][C:6]1[CH:11]=[CH:10][C:9]([CH2:12][C@H:13]([NH:36][C:37](=[O:49])[C@@H:38]([N:40]([CH3:48])C(=O)OC(C)(C)C)[CH3:39])[C:14]([N:16]2[C@H:20]([C:21](=[O:33])[NH:22][C@H:23]3[C:32]4[C:27](=[CH:28][CH:29]=[CH:30][CH:31]=4)[CH2:26][CH2:25][CH2:24]3)[CH2:19][Si:18]([CH3:35])([CH3:34])[CH2:17]2)=[O:15])=[CH:8][CH:7]=1.C[CH2:51][N:52](C(C)C)C(C)C.[NH2:59][C@@H:60]1[CH2:64][N:63]([C:65](=[O:85])[C@@H:66]([NH:71][C:72](=[O:84])[C@@H:73](N(C)C(=O)OC(C)(C)C)[CH3:74])[C:67]([CH3:70])([CH3:69])[CH3:68])[C@H:62]([C:86](=[O:98])[NH:87][C@H:88]2[C:97]3[C:92](=[CH:93][CH:94]=[CH:95][CH:96]=3)[CH2:91][CH2:90][CH2:89]2)[CH2:61]1>C(Cl)Cl>[CH3:69][C:67]([CH3:68])([CH3:70])[C@H:66]([NH:71][C:72](=[O:84])[C@@H:73]([NH:52][CH3:51])[CH3:74])[C:65]([N:63]1[C@H:62]([C:86](=[O:98])[NH:87][C@H:88]2[C:97]3[C:92](=[CH:93][CH:94]=[CH:95][CH:96]=3)[CH2:91][CH2:90][CH2:89]2)[CH2:61][C@H:60]([NH:59][C:1](=[O:2])[NH:5][C:6]2[CH:7]=[CH:8][C:9]([CH2:12][C@H:13]([NH:36][C:37](=[O:49])[C@@H:38]([NH:40][CH3:48])[CH3:39])[C:14]([N:16]3[C@H:20]([C:21]([NH:22][C@H:23]4[C:32]5[C:27](=[CH:28][CH:29]=[CH:30][CH:31]=5)[CH2:26][CH2:25][CH2:24]4)=[O:33])[CH2:19][Si:18]([CH3:35])([CH3:34])[CH2:17]3)=[O:15])=[CH:10][CH:11]=2)[CH2:64]1)=[O:85]. Reported procedure: To a solution of phosgene (120 μL of 20% in toluene by weight) in CH2Cl2 (1.5 mL) at −78° C. was added a solution of tert-butyl ((S)-1-(((S)-3-(4-aminophenyl)-1-((R)-3,3-dimethyl-5-(((R)-1,2,3,4-tetrahydronaphthalen-1-yl)carbamoyl)-1,3-azasilolidin-1-yl)-1-oxopropan-2-yl)amino)-1-oxopropan-2-yl)(methyl)carbamate (Compound G of Example 1, 54 mg, 0.09 mmol) and DIEA (50 μL) in CH2Cl2 (2 mL) with stirring under N2 atm. After 30 minutes at −78° C., the mixture was concentrated in vacuo and the resid... Starting materials: C(=O)=O (dry ice), CC1=C(C(=O)C2=C(C1=O)N3C[C@H]4[C@@H]([C@@]3([C@@H]2COC(=O)N)OC)N4)OC (mitomycin A), solution, [OH-].[K+] (KOH). Run in O1C(CCCC1)CO (tetrahydropyran-2-methanol), O1C(CCCC1)CO (tetrahydropyran-2-methanol). The product is C(N)(O)=O.OCC1C2(N(C=3C(C(=C(C(C13)=O)OCC1OCCCC1)C)=O)CC1C2N1)OC (1,1a,2,8,8a,8b-Hexahydro-8-(hydroxymethyl)-8a-methoxy-5-methyl-6-[(2-tetrahydropyranyl)methoxy]-azirino[2',3':3,4]pyrrolo[1,2-a]indole-4,7-dione carbamate). Isolated yield 46.0%. As a reaction SMILES: [CH3:1][C:2]1[C:8](=[O:9])[C:7]2[N:10]3[C@@:14]([O:21][CH3:22])([C@H:15]([CH2:16][O:17][C:18]([NH2:20])=[O:19])[C:6]=2[C:4](=[O:5])[C:3]=1[O:24][CH3:25])[C@H:13]1[NH:23][C@H:12]1[CH2:11]3.[OH-].[K+].[C:28](=[O:30])=O>O1CCCCC1CO>[C:18](=[O:17])([OH:19])[NH2:20].[OH:17][CH2:16][CH:15]1[C:6]2[C:4](=[O:5])[C:3]([O:24][CH2:25][CH:4]3[CH2:3][CH2:2][CH2:1][CH2:28][O:30]3)=[C:2]([CH3:1])[C:8](=[O:9])[C:7]=2[N:10]2[CH2:11][CH:12]3[NH:23][CH:13]3[C:14]12[O:21][CH3:22] |f:1.2,5.6|. Procedure: A solution of mitomycin A (100 mg of 0.286 mmole) in 4 ml of tetrahydropyran-2-methanol was stirred at room temperature and under nitrogen for 45 minutes with 240 mg of a 1.6% solution of KOH in tetrahydropyran-2-methanol. The reaction mixture was decomposed with excess dry ice while immersing the flask into a water bath at room temperature. The reaction mixture was chromatographed on a silica gel column using CHCl3 and then CHCl3 -MeOH 9.5:0.5. The product was further purified by preparative th... Starting materials: OC1=CC=C(C=C(C(=O)O)C)C=C1 (4-hydroxy-α-methylcinnamic acid), C(C)(=O)OC(C)=O (acetic anhydride), hydroxychloric acid. Solvent: N1=CC=CC=C1 (pyridine). Reaction conditions: time 2 hour. Yields the product C(C)(=O)OC1=CC=C(C=C(C(=O)O)C)C=C1 (4-acetoxy-α-methylcinnamic acid). Yield: 89.9%. Reaction SMILES: [OH:1][C:2]1[CH:13]=[CH:12][C:5]([CH:6]=[C:7]([CH3:11])[C:8]([OH:10])=[O:9])=[CH:4][CH:3]=1.[C:14](OC(=O)C)(=[O:16])[CH3:15].O[ClH](O)(=O)=O>N1C=CC=CC=1>[C:14]([O:1][C:2]1[CH:3]=[CH:4][C:5]([CH:6]=[C:7]([CH3:11])[C:8]([OH:10])=[O:9])=[CH:12][CH:13]=1)(=[O:16])[CH3:15]. Procedure: In 100 ml of pyridine was dissolved 18 g of refined 4-hydroxy-α-methylcinnamic acid synthesized in Referential Example 1, 20 g of acetic anhydride was dropped into the solution, and the reaction was carried out at room temperature with stirring for 2 hours. Then, the liquid reaction mixture was dropped in a 1% by weight aqueous solution of hydroxychloric acid, and the precipitated reaction product was recovered by filtration, washed with water, and dried to obtain 20 g of 4-acetoxy-α-methylcinna...